Task: describe an organic reaction: reactants, conditions, products, and yield. Dataset: the Open Reaction Database (ORD), a public repository of structured organic reaction records Starting materials: [H-].[Na+] (sodium hydride), O (water), CC=1C=C(C=O)C=C(C1O)C (3,5-dimethyl-4-hydroxybenzaldehyde), ClCOC (methyl chloromethyl ether). The solvent is CN(C=O)C (dimethylformamide), CN(C=O)C (dimethylformamide). Conditions: time 20 minute. Product: CC=1C=C(C=O)C=C(C1OCOC)C (3,5-dimethyl-4-methoxymethoxybenzaldehyde). Yield: 94.5%. RXN SMILES: [CH3:1][C:2]1[CH:3]=[C:4]([CH:7]=[C:8]([CH3:11])[C:9]=1[OH:10])[CH:5]=[O:6].[H-].[Na+].Cl[CH2:15][O:16][CH3:17].O>CN(C)C=O>[CH3:1][C:2]1[CH:3]=[C:4]([CH:7]=[C:8]([CH3:11])[C:9]=1[O:10][CH2:15][O:16][CH3:17])[CH:5]=[O:6] |f:1.2|. Procedure details: A solution of 9.0 g of 3,5-dimethyl-4-hydroxybenzaldehyde in 20 ml of dimethylformamide was added dropwise and whilst ice-cooling to a suspension of 3.14 g of a 55% w/w dispersion of sodium hydride in 50 ml of dimethylformamide. The mixture was then stirred for 20 minutes, after which 5.8 g of methyl chloromethyl ether were added, whilst ice-cooling. The resulting mixture was then stirred at room temperature for one hour. At the end of this time, water was added to the reaction mixture, and the ... The reactants are NC=1SC(=CC1C(=O)N)C1=C(C=C(C=C1F)C(C)(C)O)F (2-amino-5-[2,6-difluoro-4-(1-hydroxy-1-methylethyl)phenyl]thiophene-3-carboxamide), BrC1=NC(=CC=C1)C=1C=NN(C1)C (2-bromo-6-(1-methyl-1H-pyrazol-4-yl)pyridine). Yields the product FC1=C(C(=CC(=C1)C(C)(C)O)F)C1=CC(=C(S1)NC1=NC(=CC=C1)C=1C=NN(C1)C)C(=O)N (5-[2,6-Difluoro-4-(1-hydroxy-1-methylethyl)phenyl]-2-{[6-(1-methyl-1H-pyrazol-4-yl)pyridin-2-yl]amino}thiophene-3-carboxamide). As a reaction SMILES: [NH2:1][C:2]1[S:3][C:4]([C:10]2[C:15]([F:16])=[CH:14][C:13]([C:17]([OH:20])([CH3:19])[CH3:18])=[CH:12][C:11]=2[F:21])=[CH:5][C:6]=1[C:7]([NH2:9])=[O:8].Br[C:23]1[CH:28]=[CH:27][CH:26]=[C:25]([C:29]2[CH:30]=[N:31][N:32]([CH3:34])[CH:33]=2)[N:24]=1>>[F:16][C:15]1[CH:14]=[C:13]([C:17]([OH:20])([CH3:18])[CH3:19])[CH:12]=[C:11]([F:21])[C:10]=1[C:4]1[S:3][C:2]([NH:1][C:23]2[CH:28]=[CH:27][CH:26]=[C:25]([C:29]3[CH:30]=[N:31][N:32]([CH3:34])[CH:33]=3)[N:24]=2)=[C:6]([C:7]([NH2:9])=[O:8])[CH:5]=1. Procedure: The title compound was prepared as described in Example 1 using 2-amino-5-[2,6-difluoro-4-(1-hydroxy-1-methylethyl)phenyl]thiophene-3-carboxamide (150 mg, 0.48 mmol) and 2-bromo-6-(1-methyl-1H-pyrazol-4-yl)pyridine (114 mg, 0.48 mmol) as starting materials. Starting materials: C(C1=CC=CC=C1)OC(NC1CCNCC1)=O (piperidin-4-yl-carbamic acid benzyl ester), C([O-])([O-])=O.[K+].[K+] (potassium carbonate), [I-].[K+] (potassium iodide), C(C)(C)(C)OC(NCCCBr)=O ((3-bromo-propyl)-carbamic acid tert-butyl ester). The solvent is CN(C=O)C (dimethylformamide). Conditions: temperature 60 celsius. The product is C(C1=CC=CC=C1)OC(NC1CCN(CC1)CCCNC(=O)OC(C)(C)C)=O ([1-(3-tert-Butoxycarbonylamino-propyl)-piperidin-4-yl]-carbamic acid benzyl ester). RXN SMILES: [CH2:1]([O:8][C:9](=[O:17])[NH:10][CH:11]1[CH2:16][CH2:15][NH:14][CH2:13][CH2:12]1)[C:2]1[CH:7]=[CH:6][CH:5]=[CH:4][CH:3]=1.C(=O)([O-])[O-].[K+].[K+].[I-].[K+].[C:26]([O:30][C:31](=[O:37])[NH:32][CH2:33][CH2:34][CH2:35]Br)([CH3:29])([CH3:28])[CH3:27]>CN(C)C=O>[CH2:1]([O:8][C:9](=[O:17])[NH:10][CH:11]1[CH2:16][CH2:15][N:14]([CH2:35][CH2:34][CH2:33][NH:32][C:31]([O:30][C:26]([CH3:27])([CH3:29])[CH3:28])=[O:37])[CH2:13][CH2:12]1)[C:2]1[CH:7]=[CH:6][CH:5]=[CH:4][CH:3]=1 |f:1.2.3,4.5|. Reported procedure: To a solution of piperidin-4-yl-carbamic acid benzyl ester (15 g, 58.4 mmol, crude product from Boc-deprotection step) in dimethylformamide (60 mL) at 23° C. was added potassium carbonate (12.1 g, 87.6 mmol, 1.5 equiv), potassium iodide (4.85 g, 29.2 mmol, 0.5 equiv) and (3-bromo-propyl)-carbamic acid tert-butyl ester (13.9 g, 58.4 mmol, 1 equiv). The resulting mixture was warmed to 60° C. (oil bath). After 90 min at 60° C. the reaction mixture was cooled to 23° C. then partitioned between ethyl... Starting materials: C(C1=CC=CC=C1)OC(=O)N1CC2=CC(=CC=C2CC1)O (7-hydroxy-1,2,3,4-tetrahydroisoquinoline-2-carboxylic acid benzyl ester), [H-].[Na+] (sodium hydride), O (water), CSCCl (chloromethyl methyl sulfide). Run in CN(C=O)C (dimethylformamide). Reaction conditions: time 30 minute. Product: C(C1=CC=CC=C1)OC(=O)N1CC2=CC(=CC=C2CC1)OCSC (7-Methylthiomethoxy-1,2,3,4-tetrahydroisoquinoline-2-carboxylic Acid Benzyl Ester). Reaction SMILES: [CH2:1]([O:8][C:9]([N:11]1[CH2:20][CH2:19][C:18]2[C:13](=[CH:14][C:15]([OH:21])=[CH:16][CH:17]=2)[CH2:12]1)=[O:10])[C:2]1[CH:7]=[CH:6][CH:5]=[CH:4][CH:3]=1.[H-].[Na+].[CH3:24][S:25][CH2:26]Cl.O>CN(C)C=O>[CH2:1]([O:8][C:9]([N:11]1[CH2:20][CH2:19][C:18]2[C:13](=[CH:14][C:15]([O:21][CH2:24][S:25][CH3:26])=[CH:16][CH:17]=2)[CH2:12]1)=[O:10])[C:2]1[CH:7]=[CH:6][CH:5]=[CH:4][CH:3]=1 |f:1.2|. Procedure: To a solution of 7-hydroxy-1,2,3,4-tetrahydroisoquinoline-2-carboxylic acid benzyl ester (2.5 g) in dimethylformamide (25 ml) was added 60% sodium hydride (390 mg) with ice-cooling and under an argon atmosphere, and the mixture was stirred at the same temperature for 30 min. Then, chloromethyl methyl sulfide (0.96 ml) was added, and the mixture was stirred at room temperature for 12 hours. After completion of the reaction, water was added and the mixture was extracted with ethyl acetate and wash... RXN SMILES: [CH2:1]([CH3:2])[O:3][c:4]1[c:5]([O:14][CH3:15])[cH:6][c:7]([C:8](=[O:9])[O:10][CH3:11])[cH:12][cH:13]1.[CH3:20][C:21](=[O:22])[OH:23].[OH:16][N+:17]([O-:18])=[O:19]>>[CH2:1]([CH3:2])[O:3][c:4]1[c:5]([O:14][CH3:15])[cH:6][c:7]([C:8](=[O:9])[O:10][CH3:11])[c:12]([N+:17](=[O:16])[O-:18])[cH:13]1. Starting materials: CCOc1ccc(C(=O)OC)cc1OC, CC(=O)O, O=[N+]([O-])O. Yields the product CCOc1cc([N+](=O)[O-])c(C(=O)OC)cc1OC. Starting materials: CC(=O)[O-], CCOC(=O)CC(O)c1ccc(NCCCCCCCCCCCCCC[Si](C)(C)C)cc1, CC(=O)OC(C)=O, CCOC(C)=O, [K+], [Na]. The product is CCOC(=O)C=Cc1ccc(NCCCCCCCCCCCCCC[Si](C)(C)C)cc1. RXN SMILES: [CH3:10][C:11](=[O:12])[O-:13].[CH3:14][Si:15]([CH2:16][CH2:17][CH2:18][CH2:19][CH2:20][CH2:21][CH2:22][CH2:23][CH2:24][CH2:25][CH2:26][CH2:27][CH2:28][CH2:29][NH:30][c:31]1[cH:32][cH:33][c:34]([CH:37]([CH2:38][C:39](=[O:40])[O:41][CH2:42][CH3:43])[OH:44])[cH:35][cH:36]1)([CH3:45])[CH3:46].[CH3:2][C:3]([O:4][C:5](=[O:6])[CH3:7])=[O:8].[CH3:47][CH2:48][O:49][C:50](=[O:51])[CH3:52].[K+:9].[Na:1]>>[CH3:14][Si:15]([CH2:16][CH2:17][CH2:18][CH2:19][CH2:20][CH2:21][CH2:22][CH2:23][CH2:24][CH2:25][CH2:26][CH2:27][CH2:28][CH2:29][NH:30][c:31]1[cH:32][cH:33][c:34]([CH:37]=[CH:38][C:39](=[O:40])[O:41][CH2:42][CH3:43])[cH:35][cH:36]1)([CH3:45])[CH3:46]. The reactants are N1C=NC=C1 (imidazole), ClC=1N=C(C2=C(N1)SC(=C2)CC)NCC2=CC(=C(C=C2)Cl)Cl (2-chloro-6-ethyl-4-(3,4-dichlorobenzylamino)-thieno-[2,3-d]-pyrimidine). Product: N1(C=NC=C1)C=1N=C(C2=C(N1)SC(=C2)CC)NCC2=CC(=C(C=C2)Cl)Cl (2-(imidazol-1-yl)-6-ethyl-4-(3,4-dichlorobenzylamino)-thieno-[2,3-d]-pyrimidine). As a reaction SMILES: [NH:1]1[CH:5]=[CH:4][N:3]=[CH:2]1.Cl[C:7]1[N:8]=[C:9]([NH:18][CH2:19][C:20]2[CH:25]=[CH:24][C:23]([Cl:26])=[C:22]([Cl:27])[CH:21]=2)[C:10]2[CH:15]=[C:14]([CH2:16][CH3:17])[S:13][C:11]=2[N:12]=1>>[N:1]1([C:7]2[N:8]=[C:9]([NH:18][CH2:19][C:20]3[CH:25]=[CH:24][C:23]([Cl:26])=[C:22]([Cl:27])[CH:21]=3)[C:10]3[CH:15]=[C:14]([CH2:16][CH3:17])[S:13][C:11]=3[N:12]=2)[CH:5]=[CH:4][N:3]=[CH:2]1. Procedure details: Following the procedure of Example 97, the reaction of imidazole with 2-chloro-6-ethyl-4-(3,4-dichlorobenzylamino)-thieno-[2,3-d]-pyrimidine gives 2-(imidazol-1-yl)-6-ethyl-4-(3,4-dichlorobenzylamino)-thieno-[2,3-d]-pyrimidine. Product: CC1(COCc2ccccc2)COC(c2ccccc2)=N1. Starting materials: Cc1ccccc1, ClCc1ccccc1, [H-], [Na+], CC1(CO)COC(c2ccccc2)=N1. As a reaction SMILES: [CH3:25][c:26]1[cH:27][cH:28][cH:29][cH:30][cH:31]1.[Cl:17][CH2:18][c:19]1[cH:20][cH:21][cH:22][cH:23][cH:24]1.[H-:15].[Na+:16].[OH:1][CH2:2][C:3]1([CH3:14])[N:4]=[C:5]([c:8]2[cH:9][cH:10][cH:11][cH:12][cH:13]2)[O:6][CH2:7]1>>[O:1]([CH2:2][C:3]1([CH3:14])[N:4]=[C:5]([c:8]2[cH:9][cH:10][cH:11][cH:12][cH:13]2)[O:6][CH2:7]1)[CH2:18][c:19]1[cH:20][cH:21][cH:22][cH:23][cH:24]1.